From a dataset of the Open Reaction Database (ORD), a public repository of structured organic reaction records. describe an organic reaction: reactants, conditions, products, and yield RXN SMILES: [Cl:1][C:2]1[CH:3]=[C:4]([C:8]2[N:13]=[N:12][C:11]([NH:14][NH2:15])=[CH:10][CH:9]=2)[CH:5]=[CH:6][CH:7]=1.[CH3:16][O:17][CH2:18][C:19](Cl)=O>>[Cl:1][C:2]1[CH:3]=[C:4]([C:8]2[CH:9]=[CH:10][C:11]3[N:12]([C:19]([CH2:18][O:17][CH3:16])=[N:15][N:14]=3)[N:13]=2)[CH:5]=[CH:6][CH:7]=1. Reported procedure: As for Example 4, 6-(3-chlorophenyl)-3-hydrazinopyridazine (prepared as in Example 51 of U.S. Pat. No. 4,112,095) is reacted with methoxyacetyl chloride to give the product of the Example. Product: ClC=1C=C(C=CC1)C=1C=CC=2N(N1)C(=NN2)COC (6-(3-Chlorophenyl)-3-(methoxymethyl)-1,2,4-triazolo[4,3-b]pyridazine). Starting materials: ClC=1C=C(C=CC1)C1=CC=C(N=N1)NN (6-(3-chlorophenyl)-3-hydrazinopyridazine), COCC(=O)Cl (methoxyacetyl chloride).